Dataset: the Open Reaction Database (ORD), a public repository of structured organic reaction records. Task: describe an organic reaction: reactants, conditions, products, and yield Reactants: Clc1cc(Br)c2nccn2n1, CCOc1ccc(N)cc1, CCO, Cl. Yields the product CCOc1ccc(Nc2cc(Cl)nn3ccnc23)cc1. RXN SMILES: [Br:12][c:13]1[c:14]2[n:15]([n:16][c:17]([Cl:19])[cH:18]1)[cH:20][cH:21][n:22]2.[CH3:1][CH2:2][O:3][c:4]1[cH:5][cH:6][c:7]([NH2:10])[cH:8][cH:9]1.[CH3:23][CH2:24][OH:25].[ClH:11]>>[CH3:1][CH2:2][O:3][c:4]1[cH:5][cH:6][c:7]([NH:10][c:13]2[c:14]3[n:15]([n:16][c:17]([Cl:19])[cH:18]2)[cH:20][cH:21][n:22]3)[cH:8][cH:9]1. Product: CN(C(=O)C=1C(=C(C(=CC1)C)N=C=O)C)C (3-(N,N-dimethylcarbamoyl)-2,6-dimethylphenylisocyanate). Reactants: C(=O)(OC(C)(C)C)OC(=O)OC(C)(C)C (di-tert-butyl dicarbonate), NC=1C(=C(C(=O)N(C)C)C=CC1C)C (3-amino-N,N,2,4-tetramethylbenzamide), C(C)N(C1=CC=NC=C1)CC (4-diethylaminopyridine), resultant mixture. Procedure details: A solution of di-tert-butyl dicarbonate (0.081 g) in methylene chloride (1.6 ml) and a solution of 3-amino-N,N,2,4-tetramethylbenzamide (J. Chem. Soc., Perkin Trans, I. 1973, 1-4; 0.072 g) in methylene chloride (1.0 ml) were added in turn to a solution of 4-diethylaminopyridine (0.004 g) in methylene chloride (0.4 ml). The resultant mixture was stirred at ambient temperature for 20 minutes. There was thus obtained a solution of 3-(N,N-dimethylcarbamoyl)-2,6-dimethylphenylisocyanate which was use... As a reaction SMILES: [C:1](OC(OC(C)(C)C)=O)(OC(C)(C)C)=[O:2].[NH2:16][C:17]1[C:18]([CH3:29])=[C:19]([CH:25]=[CH:26][C:27]=1[CH3:28])[C:20]([N:22]([CH3:24])[CH3:23])=[O:21].C(N(CC)C1C=CN=CC=1)C>C(Cl)Cl>[CH3:23][N:22]([CH3:24])[C:20]([C:19]1[C:18]([CH3:29])=[C:17]([N:16]=[C:1]=[O:2])[C:27]([CH3:28])=[CH:26][CH:25]=1)=[O:21]. Solvent: C(Cl)Cl (methylene chloride), C(Cl)Cl (methylene chloride), C(Cl)Cl (methylene chloride). The reactants are polystyrene resin, CN1CCOCC1 (NMM), ethyl-3-(3-dimethylamino)-propylcarbodiimide·hydrochloride salt, CS(=O)(=O)N[C@H](CC1=CC=CC=C1)C(=O)N1[C@H](C(=O)O)CCC1 (N-methylsulfonyl-D-phenylalanyl-proline), NCC1CCN(CC1)C(N)=N (4-(aminomethyl)-1-piperidinecarboximidamide), C=1C=CC2=C(C1)N=NN2O (HOBt). The solvent is C(C)(C)O.O (isopropyl alcohol water). Reaction conditions: temperature 0 celsius. The product is NN=CN1CCC(CC1)CNC([C@H]1N(CCC1)C([C@H](NS(=O)(=O)C)CC1=CC=CC=C1)=O)=O (N-[[1-(Aminoiminomethyl)-4-piperidinyl]methyl]-1-[N-(methylsulfonyl)-D-phenylalanyl]-L-prolinamide). The yield is 90.0%. Reaction SMILES: [CH3:1][S:2]([NH:5][C@@H:6]([C:14]([N:16]1[CH2:23][CH2:22][CH2:21][C@H:17]1[C:18]([OH:20])=O)=[O:15])[CH2:7][C:8]1[CH:13]=[CH:12][CH:11]=[CH:10][CH:9]=1)(=[O:4])=[O:3].[NH2:24][CH2:25][CH:26]1[CH2:31][CH2:30][N:29]([C:32](=[NH:34])N)[CH2:28][CH2:27]1.C1C=CC2N(O)N=[N:41]C=2C=1.CN1CCOCC1>C(O)(C)C.O>[NH2:41][N:34]=[CH:32][N:29]1[CH2:30][CH2:31][CH:26]([CH2:25][NH:24][C:18](=[O:20])[C@@H:17]2[CH2:21][CH2:22][CH2:23][N:16]2[C:14](=[O:15])[C@@H:6]([CH2:7][C:8]2[CH:9]=[CH:10][CH:11]=[CH:12][CH:13]=2)[NH:5][S:2]([CH3:1])(=[O:4])=[O:3])[CH2:27][CH2:28]1 |f:4.5|. Procedure: To a suspension of N-methylsulfonyl-D-phenylalanyl-proline (497 mg, 1.46 mmol), 4-(aminomethyl)-1-piperidinecarboximidamide (470 mg, 1.9 mmol) and HOBt (217 mg, 1.6 mmol) in 1:1 v/v isopropyl alcohol/water (4.5 mL) was added NMM (0.32 mL, 2.9 mmol). The homogeneous solution was cooled to 0° C. and ethyl-3-(3-dimethylamino)-propylcarbodiimide·hydrochloride salt (EDAC·HCl) (308 mg, 1.6 mmol) was added. After 18 hr the reaction was concentrated in vacuo, dissolved in water (10 mL) and washed with e... The reactants are FC(C1=C(C=O)C=CC=C1)(F)F (2-trifluoromethylbenzaldehyde), CC(CC(C)=O)=O (2,4-pentanedione), O (water). The solvent is FC(C(=O)O)(F)F (trifluoroacetic acid). Product: FC(C1=C(C=C(C(C)=O)C(C)=O)C=CC=C1)(F)F (3-(2-Trifluoromethylbenzylidene)-2,4-pentanedione). RXN SMILES: [F:1][C:2]([F:12])([F:11])[C:3]1[CH:10]=[CH:9][CH:8]=[CH:7][C:4]=1[CH:5]=O.[CH3:13][C:14](=[O:19])[CH2:15][C:16](=[O:18])[CH3:17].O>FC(F)(F)C(O)=O>[F:1][C:2]([F:12])([F:11])[C:3]1[CH:10]=[CH:9][CH:8]=[CH:7][C:4]=1[CH:5]=[C:15]([C:14](=[O:19])[CH3:13])[C:16](=[O:18])[CH3:17]. Procedure: To a solution of 2-trifluoromethylbenzaldehyde (8,7 g) and 2,4-pentanedione (5,01 g) in trifluoroacetic acid (10 ml) thionylchloride (4 ml) and catalytic amount of water (0,05 ml) were added at room temperature. The solution was stirred over night at 20°? C. The solvent was evaporated and the residue was distilled in vacuo, bp 110° C./1.5 mbar. Yield 5.3 g (41 %). Starting materials: [Al+3], [H-], [H-], [H-], [H-], [Li+], N#CC(N)CCc1ccc(Cl)cc1, [Na+], [Na+], C1CCOC1, O, O, O, O, O, O, O, O, O, O, O=S(=O)([O-])[O-]. Yields the product NCC(N)CCc1ccc(Cl)cc1. Reaction SMILES: [Al+3:15].[H-:14].[H-:17].[H-:18].[H-:19].[Li+:16].[NH2:1][CH:2]([C:3]#[N:4])[CH2:5][CH2:6][c:7]1[cH:8][cH:9][c:10]([Cl:13])[cH:11][cH:12]1.[Na+:35].[Na+:36].[O:37]1[CH2:38][CH2:39][CH2:40][CH2:41]1.[OH2:20].[OH2:21].[OH2:22].[OH2:23].[OH2:24].[OH2:25].[OH2:26].[OH2:27].[OH2:28].[OH2:29].[S:30]([O-:31])([O-:32])(=[O:33])=[O:34]>>[NH2:1][CH:2]([CH2:3][NH2:4])[CH2:5][CH2:6][c:7]1[cH:8][cH:9][c:10]([Cl:13])[cH:11][cH:12]1. Reactants: I(=O)(=O)(=O)[O-].[Na+] (sodium periodate), OCC[C@H](CCSC)NC(OC(C)(C)C)=O ((R)-tert-butyl (1-hydroxy-5-(methylthio)pentan-3-yl)carbamate). Run in O (water), CO (methanol). Reaction conditions: time 2 hour. The product is OCC[C@H](CCS(=O)C)NC(OC(C)(C)C)=O (tert-butyl ((3R)-1-hydroxy-5-(methylsulfinyl)pentan-3-yl)carbamate). The yield is 108.0%. As a reaction SMILES: I([O-])(=O)(=O)=[O:2].[Na+].[OH:7][CH2:8][CH2:9][C@@H:10]([NH:15][C:16](=[O:22])[O:17][C:18]([CH3:21])([CH3:20])[CH3:19])[CH2:11][CH2:12][S:13][CH3:14]>O.CO>[OH:7][CH2:8][CH2:9][C@@H:10]([NH:15][C:16](=[O:22])[O:17][C:18]([CH3:19])([CH3:21])[CH3:20])[CH2:11][CH2:12][S:13]([CH3:14])=[O:2] |f:0.1|. Procedure: A suspension of sodium periodate (7.0 g) in water (32 ml) was added to a solution of (R)-tert-butyl (1-hydroxy-5-(methylthio)pentan-3-yl)carbamate (8.16 g) obtained in Step 1 in methanol (98 ml) at a temperature 10° C. or lower, and the mixture was stirred at room temperature for 2 hours. The generated insoluble matter was filtered off, and the filtrate was distilled off under reduced pressure. The resulting residue was dissolved in a saturated sodium chloride solution, followed by extraction wi... Reactants: ClC=1C=C2CN(CC2=CC1)C(=O)OC[C@](CN1C(=NC(=C1)[N+](=O)[O-])Cl)(C)O ((R)-3-(2-chloro-4-nitroimidazol-1-yl)-2-hydroxy-2-methylpropyl 5-chloro-1,3-dihydro-isoindol-2-carboxylate), [H-].[Na+] (sodium hydride), ice water. Product: ClC=1C=C2CN(CC2=CC1)C(=O)OC[C@]1(CN2C(O1)=NC(=C2)[N+](=O)[O-])C ((R)-2-methyl-6-nitro-2,3-dihydroimidazo[2,1-b]oxazol-2-ylmethyl 5-chloro-1,3-dihydroisoindole 2-carboxylate). Conditions: time 1 hour. Isolated yield 6.0%. RXN SMILES: [Cl:1][C:2]1[CH:3]=[C:4]2[C:8](=[CH:9][CH:10]=1)[CH2:7][N:6]([C:11]([O:13][CH2:14][C@@:15]([OH:27])([CH3:26])[CH2:16][N:17]1[CH:21]=[C:20]([N+:22]([O-:24])=[O:23])[N:19]=[C:18]1Cl)=[O:12])[CH2:5]2.[H-].[Na+]>CN(C=O)C>[Cl:1][C:2]1[CH:3]=[C:4]2[C:8](=[CH:9][CH:10]=1)[CH2:7][N:6]([C:11]([O:13][CH2:14][C@:15]1([CH3:26])[O:27][C:18]3=[N:19][C:20]([N+:22]([O-:24])=[O:23])=[CH:21][N:17]3[CH2:16]1)=[O:12])[CH2:5]2 |f:1.2|. Run in CN(C)C=O (DMF). Procedure: To the solution of (R)-3-(2-chloro-4-nitroimidazol-1-yl)-2-hydroxy-2-methylpropyl 5-chloro-1,3-dihydro-isoindol-2-carboxylate prepared in Example 114 (0.13 g, 0.31 mmol) in DMF (2 ml), sodium hydride (15 mg, 0.37 mmol) was added followed by stirring for 1 hour with cooling on ice-bath. To the reaction mixture, ice-water was added, and the solution was extracted with ethyl acetate. The organic phase was washed with water, dried over magnesium sulfate and then concentrated under reduced pressure. ... Reactants: [BH3-]C#N, CO, [Cl-], [Cl-], Cn1nc(Cl)cc(Nc2ccc(N3CCNCC3)cn2)c1=O, Cl, [Na+], O=C1COC1, O, [Zn+2]. The product is Cn1nc(Cl)cc(Nc2ccc(N3CCN(C4COC4)CC3)cn2)c1=O. RXN SMILES: [C:29]([BH3-:30])#[N:31].[CH3:34][OH:35].[Cl-:36].[Cl-:38].[Cl:2][c:3]1[cH:4][c:5]([NH:11][c:12]2[n:13][cH:14][c:15]([N:18]3[CH2:19][CH2:20][NH:21][CH2:22][CH2:23]3)[cH:16][cH:17]2)[c:6](=[O:10])[n:7]([CH3:9])[n:8]1.[ClH:1].[Na+:32].[O:24]1[CH2:25][C:26](=[O:28])[CH2:27]1.[OH2:33].[Zn+2:37]>>[Cl:2][c:3]1[cH:4][c:5]([NH:11][c:12]2[n:13][cH:14][c:15]([N:18]3[CH2:19][CH2:20][N:21]([CH:26]4[CH2:25][O:24][CH2:27]4)[CH2:22][CH2:23]3)[cH:16][cH:17]2)[c:6](=[O:10])[n:7]([CH3:9])[n:8]1. Reactants: CC(C)(C)Cn1c(N)nc2ccc(-c3nc(C(C)(C)C)[nH]c3-c3ccc(F)cc3)nc21, CS(=O)(=O)O, CO, O. Product: CC(C)(C)Cn1c(N)nc2ccc(-c3nc(C(C)(C)C)[nH]c3-c3ccc(F)cc3)nc21, CS(=O)(=O)O. As a reaction SMILES: [C:1]([CH3:2])([CH3:3])([CH3:4])[c:5]1[nH:6][c:7](-[c:25]2[cH:26][cH:27][c:28]([F:31])[cH:29][cH:30]2)[c:8](-[c:10]2[cH:11][cH:12][c:13]3[c:14]([n:15]2)[n:16]([CH2:20][C:21]([CH3:22])([CH3:23])[CH3:24])[c:17]([NH2:19])[n:18]3)[n:9]1.[CH3:32][S:33]([OH:34])(=[O:35])=[O:36].[CH3:38][OH:39].[OH2:37]>>[C:1]([CH3:2])([CH3:3])([CH3:4])[c:5]1[nH:6][c:7](-[c:25]2[cH:26][cH:27][c:28]([F:31])[cH:29][cH:30]2)[c:8](-[c:10]2[cH:11][cH:12][c:13]3[c:14]([n:15]2)[n:16]([CH2:20][C:21]([CH3:22])([CH3:23])[CH3:24])[c:17]([NH2:19])[n:18]3)[n:9]1.[CH3:32][S:33](=[O:34])(=[O:35])[OH:36]. RXN SMILES: [Br:1][c:2]1[cH:3][c:4]([CH2:5][N:6]([C:7](=[O:8])[c:9]2[c:10]([C:21](=[O:22])[OH:23])[cH:11][c:12]([C:18](=[O:19])[OH:20])[c:13]([C:15](=[O:16])[OH:17])[cH:14]2)[CH:24]2[CH2:25][CH2:26][CH2:27][c:28]3[cH:29][cH:30][cH:31][cH:32][c:33]32)[cH:34][cH:35][cH:36]1.[Cl:37][c:38]1[cH:39][c:40]([B:45]([OH:46])[OH:47])[cH:41][c:42]([Cl:44])[cH:43]1>>[c:2]1(-[c:40]2[cH:39][c:38]([Cl:37])[cH:43][c:42]([Cl:44])[cH:41]2)[cH:3][c:4]([CH2:5][N:6]([C:7](=[O:8])[c:9]2[c:10]([C:21](=[O:22])[OH:23])[cH:11][c:12]([C:18](=[O:19])[OH:20])[c:13]([C:15](=[O:16])[OH:17])[cH:14]2)[CH:24]2[CH2:25][CH2:26][CH2:27][c:28]3[cH:29][cH:30][cH:31][cH:32][c:33]32)[cH:34][cH:35][cH:36]1. The reactants are O=C(O)c1cc(C(=O)O)c(C(=O)N(Cc2cccc(Br)c2)C2CCCc3ccccc32)cc1C(=O)O, OB(O)c1cc(Cl)cc(Cl)c1. Product: O=C(O)c1cc(C(=O)O)c(C(=O)N(Cc2cccc(-c3cc(Cl)cc(Cl)c3)c2)C2CCCc3ccccc32)cc1C(=O)O.